From a dataset of the Open Reaction Database (ORD), a public repository of structured organic reaction records. describe an organic reaction: reactants, conditions, products, and yield Starting materials: C(C)(=O)OC(C)=O (Acetic anhydride), ClC1=C2C=CN3C(C2=CC=C1)=NC(=C3CO)C (7-chloro-3-hydroxymethyl-2-methylimidazo[2,1-a]isoquinoline). The solvent is N1=CC=CC=C1 (pyridine). Reaction conditions: time 24 hour. Yields the product C(C)(=O)OCC1=C(N=C2N1C=CC1=C(C=CC=C21)Cl)C (3-acetoxymethyl-7-chloro-2-methylimidazo[2,1-a]isoquinoline). The yield is 35.8%. Reaction SMILES: [C:1]([O:4][C:5](=[O:7])[CH3:6])(=O)[CH3:2].[Cl:8][C:9]1[CH:18]=[CH:17][CH:16]=[C:15]2[C:10]=1[CH:11]=[CH:12][N:13]1[C:21](CO)=[C:20](C)[N:19]=[C:14]12>N1C=CC=CC=1>[C:5]([O:4][CH2:1][C:2]1[N:13]2[CH:12]=[CH:11][C:10]3[C:15]([C:14]2=[N:19][C:20]=1[CH3:21])=[CH:16][CH:17]=[CH:18][C:9]=3[Cl:8])(=[O:7])[CH3:6]. Reported procedure: Acetic anhydride (0.71 g) was added dropwise to a suspension of 7-chloro-3-hydroxymethyl-2-methylimidazo[2,1-a]isoquinoline (1.43 g) in pyridine (14 ml) and the mixture was stirred at room temperature for 24 hours. The mixture was evaporated in vacuo and the residue was extracted with chloroform after an addition of water to it. The extract was washed with water, dried over magnesium sulfate, treated with activated charcoal and evaporated in vacuo. The crystalline residue was recrystallized from... Reactants: C(O)=O.N, c1(c(ccc(c1)F)OC)C(C)=O. The reagents and catalysts are c1ccc(cc1)-c2c3ccccc3cc4ccccc24 (9-Phenylanthracene), C1-310. Run in C1CCOC1 (THF). Reaction conditions: temperature 50 celsius, time 18 hour. The product is COc1ccc(F)cc1[C@H](C)O. Reaction SMILES: [CH3:1][O:2][c:3]1[c:9]([C:10]([CH3:12])=[O:11])[cH:8][c:6]([F:7])[cH:5][cH:4]1.N.OC=O>>[CH3:1][O:2][c:3]1[c:9]([C@@H:10]([OH:11])[CH3:12])[cH:8][c:6]([F:7])[cH:5][cH:4]1. The reactants are Br.C(C1=CC=CC=C1)OC=1C=C(C=CC1)C=1N=C(SC1)N (4-(3-benzyloxy-phenyl)-thiazol-2-ylamine hydrobromide), C1(=CC=C(C=C1)S(=O)(=O)Cl)C (p-toluenesulfonyl chloride), Cl (hydrochloric acid). Run in N1=CC=CC=C1 (pyridine). Run at time 30 minute. The product is C(C1=CC=CC=C1)OC=1C=C(C=CC1)C=1N=C(SC1)NS(=O)(=O)C1=CC=C(C=C1)C (N-[4-(3-benzyloxy-phenyl)-thiazol-2-yl]-4-methyl-benzenesulfonamide). Isolated yield 61.0%. RXN SMILES: Br.[CH2:2]([O:9][C:10]1[CH:11]=[C:12]([C:16]2[N:17]=[C:18]([NH2:21])[S:19][CH:20]=2)[CH:13]=[CH:14][CH:15]=1)[C:3]1[CH:8]=[CH:7][CH:6]=[CH:5][CH:4]=1.[C:22]1([CH3:32])[CH:27]=[CH:26][C:25]([S:28](Cl)(=[O:30])=[O:29])=[CH:24][CH:23]=1.Cl>N1C=CC=CC=1>[CH2:2]([O:9][C:10]1[CH:11]=[C:12]([C:16]2[N:17]=[C:18]([NH:21][S:28]([C:25]3[CH:26]=[CH:27][C:22]([CH3:32])=[CH:23][CH:24]=3)(=[O:30])=[O:29])[S:19][CH:20]=2)[CH:13]=[CH:14][CH:15]=1)[C:3]1[CH:4]=[CH:5][CH:6]=[CH:7][CH:8]=1 |f:0.1|. Procedure details: A mixture of 3.0 g of 4-(3-benzyloxy-phenyl)-thiazol-2-ylamine hydrobromide with 1.8 g of p-toluenesulfonyl chloride was stirred for 2 hours with 12 ml of pyridine. The resulting, red colored suspension was poured into 100 ml of 2N hydrochloric acid and the mixture was extracted with ethyl acetate. The organic phase was dried with magnesium sulphate and concentrated. The residue was dissolved in a mixture of 120 ml of ethanol and 120 ml of 2N sodium hydroxide solution. After the addition of 2.4 ... Reactants: CC(C)(C)[Si](C)(C)OCC=O, NC1CCN(c2ccc3c(NC(=O)CCC4CCCC4)c(Cl)ccc3n2)C1. Yields the product CC(C)(C)[Si](C)(C)OCCNC1CCN(c2ccc3c(NC(=O)CCC4CCCC4)c(Cl)ccc3n2)C1. RXN SMILES: [CH3:28][C:29]([CH3:30])([CH3:31])[Si:32]([O:33][CH2:34][CH:35]=[O:36])([CH3:37])[CH3:38].[NH2:1][CH:2]1[CH2:3][N:4]([c:7]2[n:8][c:9]3[cH:10][cH:11][c:12]([Cl:27])[c:13]([NH:17][C:18]([CH2:19][CH2:20][CH:21]4[CH2:22][CH2:23][CH2:24][CH2:25]4)=[O:26])[c:14]3[cH:15][cH:16]2)[CH2:5][CH2:6]1>>[NH:1]([CH:2]1[CH2:3][N:4]([c:7]2[n:8][c:9]3[cH:10][cH:11][c:12]([Cl:27])[c:13]([NH:17][C:18]([CH2:19][CH2:20][CH:21]4[CH2:22][CH2:23][CH2:24][CH2:25]4)=[O:26])[c:14]3[cH:15][cH:16]2)[CH2:5][CH2:6]1)[CH2:35][CH2:34][O:33][Si:32]([C:29]([CH3:28])([CH3:30])[CH3:31])([CH3:37])[CH3:38]. The reactants are C[C@@H]1N([C@H](CN(C1)C(=O)N1CCCC1)C)C=1OC=2C(N1)=C(C=CC2)C(=O)OC (methyl 2-((2S,6S)-2,6-dimethyl-4-(pyrrolidine-1-carbonyl)piperazin-1-yl)benzoxazole-4-carboxylate), [I-].[Li+] (lithium iodide). Solvent: N1=CC=CC=C1 (pyridine). Reaction conditions: temperature 110 celsius. The product is C[C@@H]1N([C@H](CN(C1)C(=O)N1CCCC1)C)C=1OC=2C(N1)=C(C=CC2)C(=O)O (2-((2S,6S)-2,6-dimethyl-4-(pyrrolidine-1-carbonyl)piperazin-1-yl)benzoxazole-4-carboxylic acid). As a reaction SMILES: [CH3:1][C@H:2]1[CH2:7][N:6]([C:8]([N:10]2[CH2:14][CH2:13][CH2:12][CH2:11]2)=[O:9])[CH2:5][C@H:4]([CH3:15])[N:3]1[C:16]1[O:17][C:18]2[C:19](=[C:21]([C:25]([O:27]C)=[O:26])[CH:22]=[CH:23][CH:24]=2)[N:20]=1.[I-].[Li+]>N1C=CC=CC=1>[CH3:15][C@H:4]1[CH2:5][N:6]([C:8]([N:10]2[CH2:14][CH2:13][CH2:12][CH2:11]2)=[O:9])[CH2:7][C@H:2]([CH3:1])[N:3]1[C:16]1[O:17][C:18]2[C:19](=[C:21]([C:25]([OH:27])=[O:26])[CH:22]=[CH:23][CH:24]=2)[N:20]=1 |f:1.2|. Procedure: To a solution of methyl 2-((2S,6S)-2,6-dimethyl-4-(pyrrolidine-1-carbonyl)piperazin-1-yl)benzoxazole-4-carboxylate (200 mg, 0.52 mmol) in pyridine (2 mL) was added lithium iodide (550 mg, 4.11 mmol). The mixture was heated at 110° C. for 18 h and allowed to cool to ambient temperature before partitioning with 9:1 mixture of dichloromethane and isopropanol (100 mL) and 1 N HCl (50 mL). The non-homogenous organic layer was washed with brine and concentrated under reduced pressure. The residue was ... Reactants: COC=1C=C(C=CC1O[Si](C)(C)C)CCC(C)=O (4-(3-methoxy-4-trimethylsilyloxyphenyl)butan-2-one), C(C)(C)NC(C)C.[Li] (lithium diisopropylamine), C(C1=CC=CC=C1)OC1=CC=C(C=C1)CCC=O (3-(4-benzyloxyphenyl)propan-1-al). Yields the product C(C1=CC=CC=C1)OC1=CC=C(C=C1)CCC(CC(CCC1=CC(=C(C=C1)O)OC)=O)O (7-(4-Benzyloxyphenyl)-5-hydroxy-1-(4-hydroxy-3-methoxyphenyl)-heptan-3-one). Yield: 11.5%. RXN SMILES: [CH3:1][O:2][C:3]1[CH:4]=[C:5]([CH2:14][CH2:15][C:16](=[O:18])[CH3:17])[CH:6]=[CH:7][C:8]=1[O:9][Si](C)(C)C.C(NC(C)C)(C)C.[Li].[CH2:27]([O:34][C:35]1[CH:40]=[CH:39][C:38]([CH2:41][CH2:42][CH:43]=[O:44])=[CH:37][CH:36]=1)[C:28]1[CH:33]=[CH:32][CH:31]=[CH:30][CH:29]=1>>[CH2:27]([O:34][C:35]1[CH:36]=[CH:37][C:38]([CH2:41][CH2:42][CH:43]([OH:44])[CH2:17][C:16](=[O:18])[CH2:15][CH2:14][C:5]2[CH:6]=[CH:7][C:8]([OH:9])=[C:3]([O:2][CH3:1])[CH:4]=2)=[CH:39][CH:40]=1)[C:28]1[CH:29]=[CH:30][CH:31]=[CH:32][CH:33]=1 |f:1.2,^1:25|. Reported procedure: In a manner similar to Example 3, 2.2 g (10 mmol) of 4-(3-methoxy-4-trimethylsilyloxyphenyl)butan-2-one was treated with 10 mmol of lithium diisopropylamine, followed by 3 g (12 mmol) of 3-(4-benzyloxyphenyl)propan-1-al. Purification of reaction mixture by dry column chromatography (silica gel, hexane: ethyl acetate, 2:1) gave 0.5 g of the desired product as a pale yellow oil. MS(EI):434.